describe an organic reaction: reactants, conditions, products, and yield From a dataset of the Open Reaction Database (ORD), a public repository of structured organic reaction records. The reactants are O=S(=O)(Cl)c1c(Cl)cccc1Cl, [Na+], [OH-], O, COCCNC(=O)Nc1nc2cc(O)ccc2[nH]1. Yields the product COCCNC(=O)Nc1nc2cc(OS(=O)(=O)c3c(Cl)cccc3Cl)ccc2[nH]1. Reaction SMILES: [Cl:19][c:20]1[c:21]([S:27](=[O:28])(=[O:29])[Cl:30])[c:22]([Cl:26])[cH:23][cH:24][cH:25]1.[Na+:33].[OH-:32].[OH2:31].[OH:1][c:2]1[cH:3][c:4]2[c:5]([nH:6][c:7]([NH:9][C:10](=[O:11])[NH:12][CH2:13][CH2:14][O:15][CH3:16])[n:8]2)[cH:17][cH:18]1>>[O:1]([c:2]1[cH:3][c:4]2[c:5]([nH:6][c:7]([NH:9][C:10](=[O:11])[NH:12][CH2:13][CH2:14][O:15][CH3:16])[n:8]2)[cH:17][cH:18]1)[S:27]([c:21]1[c:20]([Cl:19])[cH:25][cH:24][cH:23][c:22]1[Cl:26])(=[O:28])=[O:29].